This data is from the Open Reaction Database (ORD), a public repository of structured organic reaction records. The task is: describe an organic reaction: reactants, conditions, products, and yield Reaction SMILES: [CH2:25]1[CH2:26][CH2:27][CH2:28][O:29]1.[CH3:1][c:2]1[n:3][c:4]2[n:5]([n:6][c:7]([CH3:10])[cH:8][cH:9]2)[c:11]1-[c:12]1[s:13][c:14](-[c:18]2[n:19][c:20]([CH3:24])[cH:21][cH:22][cH:23]2)[cH:15][c:16]1[CH3:17].[CH3:31][CH:32]([N-:33][CH:34]([CH3:35])[CH3:36])[CH3:37].[CH3:38][O:39][N:40]([CH3:41])[C:42](=[O:43])[CH2:44][CH3:45].[CH3:46][CH2:47][O:48][C:49]([CH3:50])=[O:51].[Li+:30]>>[CH3:1][c:2]1[n:3][c:4]2[n:5]([n:6][c:7]([CH3:10])[cH:8][c:9]2[C:28]([CH2:27][CH3:26])=[O:29])[c:11]1-[c:12]1[s:13][c:14](-[c:18]2[n:19][c:20]([CH3:24])[cH:21][cH:22][cH:23]2)[cH:15][c:16]1[CH3:17]. Yields the product CCC(=O)c1cc(C)nn2c(-c3sc(-c4cccc(C)n4)cc3C)c(C)nc12. Starting materials: C1CCOC1, Cc1cccc(-c2cc(C)c(-c3c(C)nc4ccc(C)nn34)s2)n1, CC(C)[N-]C(C)C, CCC(=O)N(C)OC, CCOC(C)=O, [Li+]. Reactants: CC1=CC=C(C=C1)S(=O)(=O)OC=1C=CC(=C(C(=O)OC)C1)OCC1=CC=CC=C1 (Methyl 5-{[(4-methylphenyl)sulfonyl]oxy}-2-[(phenylmethyl)oxy]benzoate), [OH-].[K+] (potassium hydroxide). Run in C(C)O (ethanol), O (water). The product is OC=1C=CC(=C(C(=O)O)C1)OCC1=CC=CC=C1 (5-Hydroxy-2-[(phenylmethyl)oxy]benzoic acid). RXN SMILES: CC1C=CC(S([O:11][C:12]2[CH:13]=[CH:14][C:15]([O:22][CH2:23][C:24]3[CH:29]=[CH:28][CH:27]=[CH:26][CH:25]=3)=[C:16]([CH:21]=2)[C:17]([O:19]C)=[O:18])(=O)=O)=CC=1.[OH-].[K+]>C(O)C.O>[OH:11][C:12]1[CH:13]=[CH:14][C:15]([O:22][CH2:23][C:24]2[CH:29]=[CH:28][CH:27]=[CH:26][CH:25]=2)=[C:16]([CH:21]=1)[C:17]([OH:19])=[O:18] |f:1.2|. Reported procedure: Methyl 5-{[(4-methylphenyl)sulfonyl]oxy}-2-[(phenylmethyl)oxy]benzoate (may be prepared as described in Description 37; 2.5 g, 6.06 mmol) was boiled with potassium hydroxide (2.38 g, 42.4 mmol) in a mixture of ethanol (60 ml) and water (15 ml) for 4 h. After the ethanol had been evaporated, the aqueous solution was washed with ethyl acetate (20 ml) and acidified with concentrated HCl. The mixture was extracted with ethyl acetate (3×30 ml). The organic phase was washed with saturated brine (25 ml... Starting materials: C1=CC=CCC1 (Cyclohexadiene), C(C=C)(=O)OCCO (2-hydroxyethyl acrylate), C1CCOC1 (THF). Conditions: time 24 hour. Yields the product C12C(CC(C=C1)CC2)C(=O)OCCO (2-hydroxyethyl bicyclo[2,2,2]oct-5-ene-2- carboxylate). Isolated yield 51.0%. Reaction SMILES: [CH:1]1[CH2:6][CH2:5][CH:4]=[CH:3][CH:2]=1.[C:7]([O:11][CH2:12][CH2:13][OH:14])(=[O:10])C=C.[CH2:15]1COC[CH2:16]1>>[CH:2]12[CH2:16][CH2:15][CH:5]([CH:6]=[CH:1]1)[CH2:4][CH:3]2[C:7]([O:11][CH2:12][CH2:13][OH:14])=[O:10]. Procedure details: Cyclohexadiene (80 g) and 140 g of 2-hydroxyethyl acrylate were dissolved in 500 g of THF solvent. After reacting at 50° C. for 24 hours, the solvent was removed by rotary evaporator. The residue was distilled under reduced pressure to obtain 100 g of 2-hydroxyethyl bicyclo[2,2,2]oct-5-ene-2- carboxylate as a mixture of endo and exo (yield: 45%). The reactants are C(C1=CC=CC=C1)N1C=NC(=C1CC1CCCCCC1)C(=O)O (1-Benzyl-5-cycloheptylmethyl-1H-imidazole-4-carboxylic Acid), COC(C1=CC(C(=O)OC)=CC(=C1)N)=O (5-amino-isophthalic acid dimethyl ester). Yields the product COC(C1=CC(C(=O)OC)=CC(=C1)NC(=O)C=1N=CN(C1CC1CCCCCC1)CC1=CC=CC=C1)=O (5-[(1-Benzyl-5-cycloheptylmethyl-1H-imidazole-4-carbonyl)-amino]-isophthalic Acid Dimethyl Ester). Isolated yield 20.0%. As a reaction SMILES: [CH2:1]([N:8]1[C:12]([CH2:13][CH:14]2[CH2:20][CH2:19][CH2:18][CH2:17][CH2:16][CH2:15]2)=[C:11]([C:21](O)=[O:22])[N:10]=[CH:9]1)[C:2]1[CH:7]=[CH:6][CH:5]=[CH:4][CH:3]=1.[CH3:24][O:25][C:26](=[O:38])[C:27]1[CH:36]=[C:35]([NH2:37])[CH:34]=[C:29]([C:30]([O:32][CH3:33])=[O:31])[CH:28]=1>>[CH3:33][O:32][C:30](=[O:31])[C:29]1[CH:34]=[C:35]([NH:37][C:21]([C:11]2[N:10]=[CH:9][N:8]([CH2:1][C:2]3[CH:7]=[CH:6][CH:5]=[CH:4][CH:3]=3)[C:12]=2[CH2:13][CH:14]2[CH2:20][CH2:19][CH2:18][CH2:17][CH2:16][CH2:15]2)=[O:22])[CH:36]=[C:27]([C:26]([O:25][CH3:24])=[O:38])[CH:28]=1. Procedure details: The product of step b above (310 mg, 1.00 mmol) was reacted with 5-amino-isophthalic acid dimethyl ester (210 mg, 1.00 mmol) using essentially the same procedure as in Example 20, step d. The crude product was purified by flash column chromatography (silica, DCM/ethyl acetate 92:8) to afford colourless foam (110 mg, 20%). 1H NMR (300 MHz,CDCl3) 9.36 (1H, s), 8.53 (2H, s), 8.40 (1H, s), 7.35 (4H, m), 7.08 (2H, m), 5.12 (2H, s), 3.94 (6H, s), 1.90-1.22 (13H, m). The reactants are O1CCOCC1 (1,4-dioxane), ClC1=NC=CC(=N1)C1=C(N=C(S1)C1CCOCC1)C=1C(=C(C=CC1)NS(=O)(=O)C1=COC=C1)F (N-{3-[5-(2-chloro-4-pyrimidinyl)-2-(tetrahydro-2H-pyran-4-yl)-1,3-thiazol-4-yl]-2-fluorophenyl}-3-furansulfonamide), N[C@@H](CC)O ((R)-(−)-1-aminopropanol). The product is FC1=C(C=CC=C1C=1N=C(SC1C1=NC(=NC=C1)NC[C@@H](C)O)C1CCOCC1)NS(=O)(=O)C1=COC=C1 (N-{2-fluoro-3-[5-(2-{[(2R)-2-hydroxypropyl]amino}-4-pyrimidinyl)-2-(tetrahydro-2H-pyran-4-yl)-1,3-thiazol-4-yl]phenyl}-3-furansulfonamide), foam. The yield is 38.6%. Reaction SMILES: Cl[C:2]1[N:7]=[C:6]([C:8]2[S:12][C:11]([CH:13]3[CH2:18][CH2:17][O:16][CH2:15][CH2:14]3)=[N:10][C:9]=2[C:19]2[C:20]([F:34])=[C:21]([NH:25][S:26]([C:29]3[CH:33]=[CH:32][O:31][CH:30]=3)(=[O:28])=[O:27])[CH:22]=[CH:23][CH:24]=2)[CH:5]=[CH:4][N:3]=1.[NH2:35][C@H:36](O)[CH2:37][CH3:38].[O:40]1CCOCC1>>[F:34][C:20]1[C:19]([C:9]2[N:10]=[C:11]([CH:13]3[CH2:18][CH2:17][O:16][CH2:15][CH2:14]3)[S:12][C:8]=2[C:6]2[CH:5]=[CH:4][N:3]=[C:2]([NH:35][CH2:36][C@H:37]([OH:40])[CH3:38])[N:7]=2)=[CH:24][CH:23]=[CH:22][C:21]=1[NH:25][S:26]([C:29]1[CH:33]=[CH:32][O:31][CH:30]=1)(=[O:28])=[O:27]. Procedure: Following a procedure analogous to the procedure described in example 300 using N-{3-[5-(2-chloro-4-pyrimidinyl)-2-(tetrahydro-2H-pyran-4-yl)-1,3-thiazol-4-yl]-2-fluorophenyl}-3-furansulfonamide (110 mg, 0.211 mmol), (R)-(−)-1-aminopropanol (79 mg, 1.056 mmol) in 1,4-dioxane (2 mL), the title compound was obtained as a yellow foam (48 mg, 0.081 mmol, 38.6%). 1H NMR (400 MHz, DMSO-d6) ppm 0.93-1.12 (m, 3H), 1.75 (qd, J=12.13, 4.29 Hz, 2H), 2.02 (d, J=1.77 Hz, 1H), 3.00-3.24 (m, 2H), 3.24-3.33 (m,...